Dataset: the Open Reaction Database (ORD), a public repository of structured organic reaction records. Task: describe an organic reaction: reactants, conditions, products, and yield Starting materials: COC1=CC=C2C(=NNC2=C1)N (6-methoxy-1H-indazol-3-amine), BrCC(=O)C1=CC=C(C=C1)OC (2-bromo-1-(4-methoxyphenyl)ethanone), solid. Yields the product COC=1C=CC=2C=3N(NC2C1)C=C(N3)C3=CC=C(C=C3)OC (7-methoxy-2-(4-methoxyphenyl)-5H-imidazo[1,2-b]indazole). RXN SMILES: [CH3:1][O:2][C:3]1[CH:11]=[C:10]2[C:6]([C:7]([NH2:12])=[N:8][NH:9]2)=[CH:5][CH:4]=1.Br[CH2:14][C:15]([C:17]1[CH:22]=[CH:21][C:20]([O:23][CH3:24])=[CH:19][CH:18]=1)=O>>[CH3:1][O:2][C:3]1[CH:4]=[CH:5][C:6]2[C:7]3[N:8]([CH:14]=[C:15]([C:17]4[CH:22]=[CH:21][C:20]([O:23][CH3:24])=[CH:19][CH:18]=4)[N:12]=3)[NH:9][C:10]=2[CH:11]=1. Procedure: Compound 7-methoxy-2-(4-methoxyphenyl)-5H-imidazo[1,2-b]indazole (W302) was prepared using the general procedure for cyclization between 6-methoxy-1H-indazol-3-amine (90 mg, 0.3 mmol) and 2-bromo-1-(4-methoxyphenyl)ethanone (72 mg, 0.31 mmol), as white solid (50 mg, 57%). 1H NMR (400 MHz, DMSO-d6) δ 8.57 (s, 1 HO, 7.85-7.81 (m, 3 H), 7.16-7.12 (m, 3 H), 6.99 (dd, J=8.8, 2.4 Hz, 1 H), 3.90 (s, 3 H), 3.84 (s, 3 H); MS (ESI) m/z 294 (M+H+). The reactants are estrone p-toluenesulfonylhydrazone, C(CCC)[Li] (n-butyl lithium), O1CCCC1 (tetrahydrofuran), CCOCC (ether). Run in C(OC)COC (dimethoxyethane). The product is C[C@@]12C=CC[C@H]1[C@@H]1CCC=3C=C(C=CC3[C@H]1CC2)O (estra-1,3,5(10),16-tetraen-3-ol). As a reaction SMILES: [CH2:1]([Li])[CH2:2][CH2:3][CH3:4].[O:6]1[CH2:10][CH2:9][CH2:8][CH2:7]1.CCO[CH2:14][CH3:15]>C(COC)OC>[CH3:4][C@:3]12[CH2:15][CH2:14][C@H:4]3[C@@H:3]([CH2:4][CH2:7][C:8]4[CH:9]=[C:10]([OH:6])[CH:1]=[CH:2][C:3]=43)[C@@H:2]1[CH2:1][CH:1]=[CH:2]2. Reported procedure: Estra-1,3,5(10),16-tetraen-3-ol, for example, may be prepared from estrone (estra-1,3,5(10)-trien-3-ol-17-one) by reacting estrone with an appropriate amount of p-toluenesulfonylhydrazide in a polar solvent such as dry methanol or ethanol under reflux to form the corresponding estrone p-toluenesulfonylhydrazone. The estrone p-toluenesulfonylhydrazone is then reacted with n-butyl lithium in an inert aprotic solvent such as dry tetrahydrofuran, ether, dimethoxyethane or the like to give estra-1,3,...